Dataset: the Open Reaction Database (ORD), a public repository of structured organic reaction records. Task: describe an organic reaction: reactants, conditions, products, and yield Starting materials: [Cl-].[Li+] (lithium chloride), C([O-])([O-])=O.[K+].[K+] (potassium carbonate), ClC1=CC(=C(C#N)C=C1)C1=CC(NC=C1OC)=O (4-chloro-2-(5-methoxy-2-oxo-1,2-dihydropyridin-4-yl)benzonitrile), BrCC(=O)OCC1=CC=CC=C1 (benzyl bromoacetate). Run in O (water), CN(C=O)C (dimethylformamide). Reaction conditions: temperature 100 celsius, time 45 minute. The product is ClC=1C=CC(=C(C1)C1=CC(N(C=C1OC)CC(=O)OCC1=CC=CC=C1)=O)C#N (Benzyl [4-(5-chloro-2-cyanophenyl)-5-methoxy-2-oxopyridin-1(2H)-yl]acetate). As a reaction SMILES: C(=O)([O-])[O-].[K+].[K+].[Cl:7][C:8]1[CH:15]=[CH:14][C:11]([C:12]#[N:13])=[C:10]([C:16]2[C:21]([O:22][CH3:23])=[CH:20][NH:19][C:18](=[O:24])[CH:17]=2)[CH:9]=1.Br[CH2:26][C:27]([O:29][CH2:30][C:31]1[CH:36]=[CH:35][CH:34]=[CH:33][CH:32]=1)=[O:28].[Cl-].[Li+]>CN(C)C=O.O>[Cl:7][C:8]1[CH:15]=[CH:14][C:11]([C:12]#[N:13])=[C:10]([C:16]2[C:21]([O:22][CH3:23])=[CH:20][N:19]([CH2:26][C:27]([O:29][CH2:30][C:31]3[CH:36]=[CH:35][CH:34]=[CH:33][CH:32]=3)=[O:28])[C:18](=[O:24])[CH:17]=2)[CH:9]=1 |f:0.1.2,5.6|. Procedure: 3.18 g (23.0 mmol) of potassium carbonate were added to a solution of 4.00 g (15.3 mmol) of 4-chloro-2-(5-methoxy-2-oxo-1,2-dihydropyridin-4-yl)benzonitrile and 2.92 ml (18.4 mmol) of benzyl bromoacetate in 53.3 ml of dimethylformamide, and the mixture was then stirred at 100° C. for 45 min. The reaction mixture was cooled to RT and the reaction was ended by adding 530 ml of water and 10.0 g (236 mmol) of lithium chloride. The mixture was extracted three times with 200 ml of ethyl acetate. The c... Starting materials: O=C([O-])[O-], CCOC(=O)c1cc(COc2ccccc2)nn1CCNC(=O)OC(C)(C)C, C1COCCO1, Cl, [Na+], [Na+]. Yields the product O=C1NCCn2nc(COc3ccccc3)cc21. As a reaction SMILES: [C:29](=[O:30])([O-:31])[O-:32].[CH2:1]([O:2][C:3]([c:6]1[n:7]([CH2:19][CH2:20][NH:21][C:22]([O:24][C:4]([CH3:5])([CH3:23])[CH3:25])=[O:26])[n:8][c:9]([CH2:11][O:12][c:13]2[cH:14][cH:15][cH:16][cH:17][cH:18]2)[cH:10]1)=[O:27])[CH3:28].[CH2:36]1[O:37][CH2:38][CH2:39][O:40][CH2:41]1.[ClH:35].[Na+:33].[Na+:34]>>[c:6]12[n:7]([n:8][c:9]([CH2:11][O:12][c:13]3[cH:14][cH:15][cH:16][cH:17][cH:18]3)[cH:10]1)[CH2:19][CH2:20][NH:21][C:22]2=[O:24]. The reactants are S(=O)(Cl)Cl (thionyl chloride), CO (methanol), N[C@@H](C(C)(C)C)C(=O)O (tert-Leucine), S(=O)(Cl)Cl (thionyl chloride). Product: Cl.COC([C@@H](N)C(C)(C)C)=O (L-tert-Leucine Methyl ester Hydrochloride). Yield: 92.0%. As a reaction SMILES: S(Cl)([Cl:3])=O.[NH2:5][C@H:6]([C:11]([OH:13])=[O:12])[C:7]([CH3:10])([CH3:9])[CH3:8].[CH3:14]O>>[ClH:3].[CH3:14][O:12][C:11](=[O:13])[C@H:6]([C:7]([CH3:10])([CH3:9])[CH3:8])[NH2:5] |f:3.4|. Reported procedure: To anhydrous methanol (15 mL) at -20° C. under nitrogen was added thionyl chloride (4 mL) dropwise. The solution was allowed to warm to room temperature and then tert-Leucine (4.00 g) was added. The reaction mixture was warmed at 50° C. for 5 hours, re-cooled to -20° C. and then additional thionyl chloride (3 mL) was added dropwise. The reaction mixture was heated an additional 2.5 hours at 50° C. and then concentrated under reduced pressure and chased twice with methanol (15 mL) to afford an am... The reactants are C1(=CC=CC=C1)C(CC)N (1-phenylpropan-1-amine), BrC1=C(CN2C(=C(C3=CC(=CC=C23)C(=O)O)C)C)C=CC=C1 (1-(2-Bromobenzyl)-2,3-dimethyl-1H-indole-5-carboxylic acid). Yields the product BrC1=C(CN2C=CC3=CC(=CC=C23)C(=O)NC(CC)C2=CC=CC=C2)C=CC=C1 (1-(2-Bromobenzyl)-N-(1-phenylpropyl)-1H-indole-5-carboxamide). As a reaction SMILES: [C:1]1([CH:7]([NH2:10])[CH2:8][CH3:9])[CH:6]=[CH:5][CH:4]=[CH:3][CH:2]=1.[Br:11][C:12]1[CH:32]=[CH:31][CH:30]=[CH:29][C:13]=1[CH2:14][N:15]1[C:23]2[C:18](=[CH:19][C:20]([C:24](O)=[O:25])=[CH:21][CH:22]=2)[C:17](C)=[C:16]1C>>[Br:11][C:12]1[CH:32]=[CH:31][CH:30]=[CH:29][C:13]=1[CH2:14][N:15]1[C:23]2[C:18](=[CH:19][C:20]([C:24]([NH:10][CH:7]([C:1]3[CH:6]=[CH:5][CH:4]=[CH:3][CH:2]=3)[CH2:8][CH3:9])=[O:25])=[CH:21][CH:22]=2)[CH:17]=[CH:16]1. Procedure: The title compound was prepared following the same protocol as described in Step 4, Example 38, using 1-phenylpropan-1-amine instead of the (S)-1-(4-nitrophenyl)ethanamine hydrochloride, and 1-(2-Bromobenzyl)-2,3-dimethyl-1H-indole-5-carboxylic acid instead of the 1-(4-bromobenzyl)-1H-indole-5-carboxylic acid. ESI-MS (m/z): 447/449 [M+H]+. Reactants: CC(c1ccc(Br)cc1Cl)C(O)(c1cc(F)c2c(c1)N(C)C(=O)CO2)C(F)(F)F, COc1cc(B(O)O)ccc1F. Yields the product COc1cc(-c2ccc(C(C)C(O)(c3cc(F)c4c(c3)N(C)C(=O)CO4)C(F)(F)F)c(Cl)c2)ccc1F. RXN SMILES: [Br:1][c:2]1[cH:3][c:4]([Cl:29])[c:5]([CH:8]([C:9]([C:10]([F:11])([F:12])[F:13])([OH:14])[c:15]2[cH:16][c:17]([F:27])[c:18]3[c:19]([cH:26]2)[N:20]([CH3:25])[C:21](=[O:24])[CH2:22][O:23]3)[CH3:28])[cH:6][cH:7]1.[F:30][c:31]1[c:32]([O:40][CH3:41])[cH:33][c:34]([B:37]([OH:38])[OH:39])[cH:35][cH:36]1>>[c:2]1(-[c:34]2[cH:33][c:32]([O:40][CH3:41])[c:31]([F:30])[cH:36][cH:35]2)[cH:3][c:4]([Cl:29])[c:5]([CH:8]([C:9]([C:10]([F:11])([F:12])[F:13])([OH:14])[c:15]2[cH:16][c:17]([F:27])[c:18]3[c:19]([cH:26]2)[N:20]([CH3:25])[C:21](=[O:24])[CH2:22][O:23]3)[CH3:28])[cH:6][cH:7]1. Starting materials: BrC1=C(N=C2N1C=CC=C2OCC2=C(C(=CC=C2Cl)N(C(=O)OC2=CC=C(C=C2)[N+](=O)[O-])C)Cl)C (3-bromo-8-[2,6-dichloro-3-[N-methyl-N-(4-nitrophenyloxycarbonyl)amino]benzyloxy]-2-methylimidazo[1,2-a]pyridine), solution, CN (methylamine), solution, CN (methylamine). Run in CO (methanol), CO (methanol). Product: BrC1=C(N=C2N1C=CC=C2OCC2=C(C(=CC=C2Cl)N(C(=O)NC)C)Cl)C (3-bromo-8-[2,6-dichloro-3-(N-methyl-N'-methylureido)benzyloxy]-2-methylimidazo[1,2-a]pyridine). As a reaction SMILES: [Br:1][C:2]1[N:6]2[CH:7]=[CH:8][CH:9]=[C:10]([O:11][CH2:12][C:13]3[C:18]([Cl:19])=[CH:17][CH:16]=[C:15]([N:20]([CH3:33])[C:21](OC4C=CC([N+]([O-])=O)=CC=4)=[O:22])[C:14]=3[Cl:34])[C:5]2=[N:4][C:3]=1[CH3:35].[CH3:36][NH2:37]>CO>[Br:1][C:2]1[N:6]2[CH:7]=[CH:8][CH:9]=[C:10]([O:11][CH2:12][C:13]3[C:18]([Cl:19])=[CH:17][CH:16]=[C:15]([N:20]([CH3:33])[C:21]([NH:37][CH3:36])=[O:22])[C:14]=3[Cl:34])[C:5]2=[N:4][C:3]=1[CH3:35]. Reported procedure: A mixture of 3-bromo-8-[2,6-dichloro-3-[N-methyl-N-(4-nitrophenyloxycarbonyl)amino]benzyloxy]-2-methylimidazo[1,2-a]pyridine (63 mg) and 30% solution of methylamine in methanol (2 ml) was heated under reflux for 3 hours. After addition of 30% solution of methylamine in methanol (1 ml), the mixture was heated under reflux for additional 1 hour. The mixture was evaporated in vacuo and the residue was extracted with ethyl acetate. The extract was evaporated in vacuo and the residue was purified by ... Reactants: [Cl-].[Na+].O.CCOC(=O)C (brine EtOAc), N1N=CC(=C1)C1=C2C(=NC=C1)N(N=C2)C(C2=CC=CC=C2)(C2=CC=CC=C2)C2=CC=CC=C2 (4-(1H-pyrazol-4-yl)-1-trityl-pyrazolo[5,4-b]pyridine), C([O-])([O-])=O.[K+].[K+] (potassium carbonate), BrCC#N (2-bromoacetonitrile). Solvent: C1CCOC1 (THF). Run at temperature 90 celsius. Yields the product C(C1=CC=CC=C1)(C1=CC=CC=C1)(C1=CC=CC=C1)N1N=CC=2C1=NC=CC2C=2C=NN(C2)CC#N (2-(4-(1-trityl-1H-pyrazolo[3,4-b]pyridin-4-yl)-1H-pyrazol-1-yl)ethanenitrile). As a reaction SMILES: [NH:1]1[CH:5]=[C:4]([C:6]2[CH:11]=[CH:10][N:9]=[C:8]3[N:12]([C:15]([C:28]4[CH:33]=[CH:32][CH:31]=[CH:30][CH:29]=4)([C:22]4[CH:27]=[CH:26][CH:25]=[CH:24][CH:23]=4)[C:16]4[CH:21]=[CH:20][CH:19]=[CH:18][CH:17]=4)[N:13]=[CH:14][C:7]=23)[CH:3]=[N:2]1.C(=O)([O-])[O-].[K+].[K+].Br[CH2:41][C:42]#[N:43].[Cl-].[Na+].O.CCOC(C)=O>C1COCC1>[C:15]([N:12]1[C:8]2=[N:9][CH:10]=[CH:11][C:6]([C:4]3[CH:5]=[N:1][N:2]([CH2:41][C:42]#[N:43])[CH:3]=3)=[C:7]2[CH:14]=[N:13]1)([C:16]1[CH:21]=[CH:20][CH:19]=[CH:18][CH:17]=1)([C:22]1[CH:23]=[CH:24][CH:25]=[CH:26][CH:27]=1)[C:28]1[CH:29]=[CH:30][CH:31]=[CH:32][CH:33]=1 |f:1.2.3,5.6.7.8|. Reported procedure: A mixture of 4-(1H-pyrazol-4-yl)-1-trityl-pyrazolo[5,4-b]pyridine (3.824 g, 8.945 mmol) and potassium carbonate (9.890 g, 71.56 mmol) in dry THF (100.0 mL) was treated with 2-bromoacetonitrile (8.583 g, 4.984 mL, 71.56 mmol) and heated at 90° C. for 5 hours. The reaction was allowed to cool and treated with brine/ EtOAc and the 2 layers separated. The combined organics were dried (MgSO4), filtered, concentrated and purified by column chromatography (1:1 Petroleum ether/EtOAc) to give a white sol...